From a dataset of the Open Reaction Database (ORD), a public repository of structured organic reaction records. describe an organic reaction: reactants, conditions, products, and yield Starting materials: CCOCC, ClCCl, Cl, CN(CCCN1C(=O)c2ccccc2C1=O)S(=O)(=O)c1ccccc1[N+](=O)[O-], C1COCCO1. Yields the product Cl, CN(CCCN)S(=O)(=O)c1ccccc1[N+](=O)[O-]. As a reaction SMILES: [CH3:39][CH2:40][O:41][CH2:42][CH3:43].[Cl:36][CH2:37][Cl:38].[ClH:35].[O:1]=[C:2]1[N:3]([CH2:12][CH2:13][CH2:14][N:15]([S:16](=[O:17])(=[O:18])[c:19]2[c:20]([N+:25](=[O:26])[O-:27])[cH:21][cH:22][cH:23][cH:24]2)[CH3:28])[C:10](=[O:11])[c:5]2[c:4]1[cH:9][cH:8][cH:7][cH:6]2.[O:29]1[CH2:30][CH2:31][O:32][CH2:33][CH2:34]1>>[ClH:35].[NH2:3][CH2:12][CH2:13][CH2:14][N:15]([S:16](=[O:17])(=[O:18])[c:19]1[c:20]([N+:25](=[O:26])[O-:27])[cH:21][cH:22][cH:23][cH:24]1)[CH3:28]. The reactants are CN(C)C(C)(C)c1nnc2n1CCN(C(=O)OCc1ccccc1)C2, CO. Product: CN(C)C(C)(C)c1nnc2n1CCNC2. RXN SMILES: [CH3:1][N:2]([C:3]([CH3:4])([CH3:5])[c:6]1[n:7][n:8][c:9]2[n:10]1[CH2:11][CH2:12][N:13]([C:15]([O:16][CH2:17][c:18]1[cH:19][cH:20][cH:21][cH:22][cH:23]1)=[O:24])[CH2:14]2)[CH3:25].[CH3:26][OH:27]>>[CH3:1][N:2]([C:3]([CH3:4])([CH3:5])[c:6]1[n:7][n:8][c:9]2[n:10]1[CH2:11][CH2:12][NH:13][CH2:14]2)[CH3:25]. Reaction SMILES: [C:18](=[O:19])([O-:20])[O-:21].[CH3:24][N:25]([CH2:26][CH2:27][NH2:28])[CH3:29].[CH:31]([Cl:32])([Cl:33])[Cl:34].[Cl:1][c:2]1[c:3]([O:4][CH:5]2[CH2:6][N:7]([C:10](=[O:11])[Cl:12])[CH2:8][CH2:9]2)[cH:13][cH:14][cH:15][c:16]1[Cl:17].[K+:22].[K+:23].[OH2:30]>>[Cl:1][c:2]1[c:3]([O:4][CH:5]2[CH2:6][N:7]([C:10](=[O:11])[NH:28][CH2:27][CH2:26][N:25]([CH3:24])[CH3:29])[CH2:8][CH2:9]2)[cH:13][cH:14][cH:15][c:16]1[Cl:17]. The reactants are O=C([O-])[O-], CN(C)CCN, ClC(Cl)Cl, O=C(Cl)N1CCC(Oc2cccc(Cl)c2Cl)C1, [K+], [K+], O. Yields the product CN(C)CCNC(=O)N1CCC(Oc2cccc(Cl)c2Cl)C1. Reactants: FC1=CC=C(CN2C(C(CC2)N2CCC(CC2)C2=CC=C(C=C2)OC)=O)C=C1 (1-(4-fluorobenzyl)-3-(4-(4-methoxyphenyl)piperidin-1-yl)pyrrolidin-2-one), B(Br)(Br)Br (boron tribromide). Solvent: ClCCl (dichloromethane), ClCCl (dichloromethane). Product: FC1=CC=C(CN2C(C(CC2)N2CCC(CC2)C2=CC=C(C=C2)O)=O)C=C1 (racemic 1-(4-fluorobenzyl)-3-(4-(4-hydroxyphenyl)piperidin-1-yl)pyrrolidin-2-one). Yield: 72.1%. Reaction SMILES: [F:1][C:2]1[CH:28]=[CH:27][C:5]([CH2:6][N:7]2[CH2:11][CH2:10][CH:9]([N:12]3[CH2:17][CH2:16][CH:15]([C:18]4[CH:23]=[CH:22][C:21]([O:24]C)=[CH:20][CH:19]=4)[CH2:14][CH2:13]3)[C:8]2=[O:26])=[CH:4][CH:3]=1.B(Br)(Br)Br>ClCCl>[F:1][C:2]1[CH:3]=[CH:4][C:5]([CH2:6][N:7]2[CH2:11][CH2:10][CH:9]([N:12]3[CH2:17][CH2:16][CH:15]([C:18]4[CH:23]=[CH:22][C:21]([OH:24])=[CH:20][CH:19]=4)[CH2:14][CH2:13]3)[C:8]2=[O:26])=[CH:27][CH:28]=1. Procedure: To a solution of 1-(4-fluorobenzyl)-3-(4-(4-methoxyphenyl)piperidin-1-yl)pyrrolidin-2-one (AJ) (3 g, 7.9 mmol) in dry dichloromethane (100 mL) under a N2 atmosphere at −78° C. was added 1 M boron tribromide in dichloromethane (39 mL, 39 mmol) and the resulting mixture was allowed to warm up to room temperature over 3 h, with stirring. The reaction was quenched with water (30 mL) and the organic layer was separated, washed with water and brine, and concentrated. The crude product was purified by ... The reactants are CC(C)(C)c1ccc(B(O)O)cc1, O=C([O-])[O-], [Cl-], CC1(C)CCC(C)(C)c2c(OS(=O)(=O)C(F)(F)F)cc(C=O)cc21, [K+], [K+], [Li+], c1ccc(P(c2ccccc2)(c2ccccc2)[Pd](P(c2ccccc2)(c2ccccc2)c2ccccc2)(P(c2ccccc2)(c2ccccc2)c2ccccc2)P(c2ccccc2)(c2ccccc2)c2ccccc2)cc1. Yields the product CC(C)(C)c1ccc(-c2cc(C=O)cc3c2C(C)(C)CCC3(C)C)cc1. RXN SMILES: [C:25]([CH3:26])([CH3:27])([CH3:28])[c:29]1[cH:30][cH:31][c:32]([B:35]([OH:36])[OH:37])[cH:33][cH:34]1.[C:40](=[O:41])([O-:42])[O-:43].[Cl-:39].[F:1][C:2]([F:3])([F:4])[S:5]([O:6][c:7]1[cH:8][c:9]([CH:21]=[O:22])[cH:10][c:11]2[c:16]1[C:15]([CH3:17])([CH3:18])[CH2:14][CH2:13][C:12]2([CH3:19])[CH3:20])(=[O:23])=[O:24].[K+:44].[K+:45].[Li+:38].[cH:46]1[cH:47][cH:48][c:49]([P:50]([Pd:51]([P:52]([c:53]2[cH:54][cH:55][cH:56][cH:57][cH:58]2)([c:59]2[cH:60][cH:61][cH:62][cH:63][cH:64]2)[c:65]2[cH:66][cH:67][cH:68][cH:69][cH:70]2)([P:71]([c:72]2[cH:73][cH:74][cH:75][cH:76][cH:77]2)([c:78]2[cH:79][cH:80][cH:81][cH:82][cH:83]2)[c:84]2[cH:85][cH:86][cH:87][cH:88][cH:89]2)[P:90]([c:91]2[cH:92][cH:93][cH:94][cH:95][cH:96]2)([c:97]2[cH:98][cH:99][cH:100][cH:101][cH:102]2)[c:103]2[cH:104][cH:105][cH:106][cH:107][cH:108]2)([c:109]2[cH:110][cH:111][cH:112][cH:113][cH:114]2)[c:115]2[cH:116][cH:117][cH:118][cH:119][cH:120]2)[cH:121][cH:122]1>>[c:7]1(-[c:32]2[cH:31][cH:30][c:29]([C:25]([CH3:26])([CH3:27])[CH3:28])[cH:34][cH:33]2)[cH:8][c:9]([CH:21]=[O:22])[cH:10][c:11]2[c:16]1[C:15]([CH3:17])([CH3:18])[CH2:14][CH2:13][C:12]2([CH3:19])[CH3:20]. Reactants: CCCC[N+](CCCC)(CCCC)CCCC, CCc1cn(C2CC(F)C(COS(C)(=O)=O)O2)c(=O)[nH]c1=O, [F-], CN(C)C=O, O, O, O. Product: CCc1cn(C2CC(F)C(CF)O2)c(=O)[nH]c1=O. As a reaction SMILES: [CH2:27]([N+:28]([CH2:29][CH2:30][CH2:31][CH3:32])([CH2:33][CH2:34][CH2:35][CH3:36])[CH2:37][CH2:38][CH2:39][CH3:40])[CH2:41][CH2:42][CH3:43].[CH3:1][S:2]([O:3][CH2:6][CH:7]1[CH:8]([F:22])[CH2:9][CH:10]([n:12]2[c:13](=[O:14])[nH:15][c:16](=[O:17])[c:18]([CH2:20][CH3:21])[cH:19]2)[O:11]1)(=[O:4])=[O:5].[F-:26].[O:44]=[CH:45][N:46]([CH3:47])[CH3:48].[OH2:23].[OH2:24].[OH2:25]>>[CH2:6]([CH:7]1[CH:8]([F:22])[CH2:9][CH:10]([n:12]2[c:13](=[O:14])[nH:15][c:16](=[O:17])[c:18]([CH2:20][CH3:21])[cH:19]2)[O:11]1)[F:26]. Reactants: S(=O)(Cl)Cl (Thionyl chloride), CC1=C(CO)C(=CC(=C1)C(C)C)C (2,6-Dimethyl-4-isopropylbenzyl alcohol). Solvent: C1=CC=CC=C1 (benzene), O (water). Conditions: time 2 hour. Yields the product CC1=C(CCl)C(=CC(=C1)C(C)C)C (2,6-Dimethyl-4-isopropylbenzyl chloride). Isolated yield 98.2%. As a reaction SMILES: S(Cl)([Cl:3])=O.[CH3:5][C:6]1[CH:13]=[C:12]([CH:14]([CH3:16])[CH3:15])[CH:11]=[C:10]([CH3:17])[C:7]=1[CH2:8]O>C1C=CC=CC=1.O>[CH3:5][C:6]1[CH:13]=[C:12]([CH:14]([CH3:16])[CH3:15])[CH:11]=[C:10]([CH3:17])[C:7]=1[CH2:8][Cl:3]. Reported procedure: Thionyl chloride (0.63 g, 5.28 mmol) was added to a solution of 2,6-dimethyl-4-isopropylbenzyl alcohol (Example 2a) (0.47 g, 2.64 mmol) in dry benzene (20 mL). The reaction mixture was allowed to stir at room temperature for 2 hours. The solvent was removed under reduced pressure to give a yellow oil. The crude oil was suspended in water (10 mL) and extracted with ether (3×10 mL). The solvent was removed under reduced pressure to give 0.51 g (98%) of the title compound as a white liquid. Reactants: C(C)(=O)NCC=1SC=C(N1)C1=C(C=C2C(C(=CN(C2=C1)CC)C(=O)OCC)=O)F (ethyl 7-[2-(acetamidomethyl)-4-thiazolyl]-1-ethyl-6-fluoro-1,4-dihydro-4-oxo-3-quinolinecarboxylate). Solvent: Cl (hydrochloric acid). The product is C(C)N1C=C(C(C2=CC(=CC=C12)F)=O)C(=O)O (1-ethyl-6-fluoro-1,4-dihydro-4-oxo-3-quinolinecarboxylic acid). As a reaction SMILES: C(NCC1SC=C([C:11]2[CH:20]=[C:19]3[C:14]([C:15](=[O:28])[C:16]([C:23]([O:25]CC)=[O:24])=[CH:17][N:18]3[CH2:21][CH3:22])=[CH:13][C:12]=2[F:29])N=1)(=O)C>Cl>[CH2:21]([N:18]1[C:19]2[C:14](=[CH:13][C:12]([F:29])=[CH:11][CH:20]=2)[C:15](=[O:28])[C:16]([C:23]([OH:25])=[O:24])=[CH:17]1)[CH3:22]. Reported procedure: A solution of 0.32 g (0.76 mmol) ethyl 7-[2-(acetamidomethyl)-4-thiazolyl]-1-ethyl-6-fluoro-1,4-dihydro-4-oxo-3-quinolinecarboxylate in 3 ml 6N hydrochloric acid was stirred at reflux three hours. The mixture was evaporated to dryness and the resulting solid was suspended in 5 ml water and dissolved by addition of 1N sodium hydroxide to pH 11. After filtration the product was precipitated by addition of 1N hydrochloric acid to pH 6.2, filtered, washed with water and dried to afford 0.22 g 7-[2-a...